From a dataset of the Open Reaction Database (ORD), a public repository of structured organic reaction records. describe an organic reaction: reactants, conditions, products, and yield Starting materials: NN1CCC2=C(CC1)C=CC=C2 (3-amino-2,3,4,5-tetrahydro-1H-3-benzazepin), C(C)(=O)N1C(NCC1)=O (1-acetyl-imidazolidin-2-one). Reaction conditions: time 1 hour. Product: N1C(=NCC1)NN1CCC2=C(CC1)C=CC=C2 (3-(2-imidazolin-2-ylamino)-2,3,4,5-tetrahydro-1H-3-benzazepin). RXN SMILES: [NH2:1][N:2]1[CH2:8][CH2:7][C:6]2[CH:9]=[CH:10][CH:11]=[CH:12][C:5]=2[CH2:4][CH2:3]1.C([N:16]1[CH2:20][CH2:19][NH:18][C:17]1=O)(=O)C>>[NH:18]1[CH2:19][CH2:20][N:16]=[C:17]1[NH:1][N:2]1[CH2:3][CH2:4][C:5]2[CH:12]=[CH:11][CH:10]=[CH:9][C:6]=2[CH2:7][CH2:8]1. Procedure details: 5 g of (0.03 M) 3-amino-2,3,4,5-tetrahydro-1H-3-benzazepin and 4.3 g of (0.034 M) 1-acetyl-imidazolidin-2-one are stirred in 50 ml POCL3 for 1 hour at 100° C. The remaining process steps are analogous to those set forth in Example 5. Reactants: CC(C)c1ccc(Br)cc1C(O)c1ccc2c(c1)N(Cc1ccccc1)CCO2, ClCCl. Product: CC(C)c1ccc(Br)cc1Cc1ccc2c(c1)N(Cc1ccccc1)CCO2. Reaction SMILES: [CH2:1]([c:2]1[cH:3][cH:4][cH:5][cH:6][cH:7]1)[N:8]1[CH2:9][CH2:10][O:11][c:12]2[c:13]1[cH:14][c:15]([CH:18]([OH:19])[c:20]1[c:21]([CH:27]([CH3:28])[CH3:29])[cH:22][cH:23][c:24]([Br:26])[cH:25]1)[cH:16][cH:17]2.[Cl:30][CH2:31][Cl:32]>>[CH2:1]([c:2]1[cH:3][cH:4][cH:5][cH:6][cH:7]1)[N:8]1[CH2:9][CH2:10][O:11][c:12]2[c:13]1[cH:14][c:15]([CH2:18][c:20]1[c:21]([CH:27]([CH3:28])[CH3:29])[cH:22][cH:23][c:24]([Br:26])[cH:25]1)[cH:16][cH:17]2. Reactants: C([O-])([O-])=O.[K+].[K+] (potassium carbonate), [N+](=O)(O)[O-].C12(CC3CC(CC(C1)C3)C2)C(CN2C=NC=C2)SC2=CC(=C(C=C2)Cl)Cl (1-[2-(1-adamantyl)-2-(3,4-dichlorophenylthio)ethyl]imidazole nitrate). The solvent is ClCCl (dichloromethane). The product is C12(CC3CC(CC(C1)C3)C2)C(CN2C=NC=C2)SC2=CC(=C(C=C2)Cl)Cl (1-[2-(1-adamantyl)-2-(3,4-dichlorophenylthio)ethyl]imidazole). Reaction SMILES: [N+]([O-])(O)=O.[C:5]12([CH:15]([S:22][C:23]3[CH:28]=[CH:27][C:26]([Cl:29])=[C:25]([Cl:30])[CH:24]=3)[CH2:16][N:17]3[CH:21]=[CH:20][N:19]=[CH:18]3)[CH2:14][CH:9]3[CH2:10][CH:11]([CH2:13][CH:7]([CH2:8]3)[CH2:6]1)[CH2:12]2.C(=O)([O-])[O-].[K+].[K+]>ClCCl>[C:5]12([CH:15]([S:22][C:23]3[CH:28]=[CH:27][C:26]([Cl:29])=[C:25]([Cl:30])[CH:24]=3)[CH2:16][N:17]3[CH:21]=[CH:20][N:19]=[CH:18]3)[CH2:6][CH:7]3[CH2:8][CH:9]([CH2:10][CH:11]([CH2:13]3)[CH2:12]1)[CH2:14]2 |f:0.1,2.3.4|. Procedure details: A suspension of 1 g. of 1-[2-(1-adamantyl)-2-(3,4-dichlorophenylthio)ethyl]imidazole nitrate in 100 ml. of dichloromethane is treated with excess aqueous potassium carbonate until a pH of about 11 is obtained. Thereafter, the suspension is shaken until a solution is obtained. The organic phase is then separated, washed with water, dried over magnesium sulfate and evaporated to dryness to yield 1-[2-(1-adamantyl)-2-(3,4-dichlorophenylthio)ethyl]imidazole. Reagents/catalysts: CN(C1=CC=NC=C1)C (4-dimethylaminopyridine). Conditions: time 8 hour. The solvent is C(C)N(CC)CC (triethylamine), CN(C=O)C (N,N-dimethylformamide), O (water). Yields the product C(CCC)OCCOC1=CC=C(C=C1)C=1C=CC2=C(C=C(CCN2C(C(F)(F)F)=O)C(=O)NC2=CC(=C(C=C2)C(C2=NC=CC=C2)O)C)C1 (7-[4-(2-butoxyethoxy)phenyl]-N-[4-[hydroxy(pyridin-2-yl)methyl]-3-methylphenyl]-1-trifluoroacetyl-2,3-dihydro-1H-1-benzazepine-4-carboxamide). Yield: 71.9%. Reported procedure: 7-[4-(2-butoxyethoxy)phenyl]-1-trifluoroacetyl-2,3-dihydro-1H-1-benzazepine-4-carboxylic acid (0.94 g), (4-amino-2-methylphenyl)(pyridin-2-yl)methanol (0.42 g) and 1-hydroxybenzotriazole (0.45 g) were dissolved in N,N-dimethylformamide (15 ml), and to the solution were added 1-ethyl-3-(3-dimethylaminopropyl)carbodiimide hydrochloride (0.75 g), triethylamine (0.82 ml) and 4-dimethylaminopyridine (catalytic amout) under ice-cooling at room temperature, and the mixture was stirred overnight. The mi... RXN SMILES: [CH2:1]([O:5][CH2:6][CH2:7][O:8][C:9]1[CH:14]=[CH:13][C:12]([C:15]2[CH:16]=[CH:17][C:18]3[N:24]([C:25](=[O:30])[C:26]([F:29])([F:28])[F:27])[CH2:23][CH2:22][C:21]([C:31](O)=[O:32])=[CH:20][C:19]=3[CH:34]=2)=[CH:11][CH:10]=1)[CH2:2][CH2:3][CH3:4].[NH2:35][C:36]1[CH:41]=[CH:40][C:39]([CH:42]([C:44]2[CH:49]=[CH:48][CH:47]=[CH:46][N:45]=2)[OH:43])=[C:38]([CH3:50])[CH:37]=1.ON1C2C=CC=CC=2N=N1.Cl.C(N=C=NCCCN(C)C)C>CN(C)C=O.CN(C)C1C=CN=CC=1.O.C(N(CC)CC)C>[CH2:1]([O:5][CH2:6][CH2:7][O:8][C:9]1[CH:10]=[CH:11][C:12]([C:15]2[CH:16]=[CH:17][C:18]3[N:24]([C:25](=[O:30])[C:26]([F:27])([F:29])[F:28])[CH2:23][CH2:22][C:21]([C:31]([NH:35][C:36]4[CH:41]=[CH:40][C:39]([CH:42]([OH:43])[C:44]5[CH:49]=[CH:48][CH:47]=[CH:46][N:45]=5)=[C:38]([CH3:50])[CH:37]=4)=[O:32])=[CH:20][C:19]=3[CH:34]=2)=[CH:13][CH:14]=1)[CH2:2][CH2:3][CH3:4] |f:3.4|. The reactants are Cl.C(C)N=C=NCCCN(C)C (1-ethyl-3-(3-dimethylaminopropyl)carbodiimide hydrochloride), C(CCC)OCCOC1=CC=C(C=C1)C=1C=CC2=C(C=C(CCN2C(C(F)(F)F)=O)C(=O)O)C1 (7-[4-(2-butoxyethoxy)phenyl]-1-trifluoroacetyl-2,3-dihydro-1H-1-benzazepine-4-carboxylic acid), NC1=CC(=C(C=C1)C(O)C1=NC=CC=C1)C ((4-amino-2-methylphenyl)(pyridin-2-yl)methanol), ON1N=NC2=C1C=CC=C2 (1-hydroxybenzotriazole). Isolated yield 30.6%. Product: C(C)OC(C(CC(=O)C1=CC=C(C=C1)OCCCN1[C@@H](CCC1)C)C1=NC=CC=C1)=O (4-{4-[3-((R)-2-Methyl-pyrrolidin-1-yl)-propoxy]-phenyl}-4-oxo-2-pyridin-2-yl-butyric acid ethyl ester). Starting materials: C(C)OC(C(CC(=O)C1=CC=C(C=C1)OCCCCl)C1=NC=CC=C1)=O (4-[4-(3-chloro-propoxy)-phenyl]-4-oxo-2-pyridin-2-yl-butyric acid ethyl ester), C[C@H]1[NH2+]CCC1.C1(=CC=CC=C1)S(=O)(=O)[O-] (benzenesulfonate (R)-2-methyl-pyrrolidinium), C([O-])([O-])=O.[K+].[K+] (potassium carbonate), [I-].[K+] (potassium iodide). Run in C(C)#N (acetonitrile). Reaction SMILES: [CH2:1]([O:3][C:4](=[O:26])[CH:5]([C:20]1[CH:25]=[CH:24][CH:23]=[CH:22][N:21]=1)[CH2:6][C:7]([C:9]1[CH:14]=[CH:13][C:12]([O:15][CH2:16][CH2:17][CH2:18]Cl)=[CH:11][CH:10]=1)=[O:8])[CH3:2].[CH3:27][C@@H:28]1[CH2:32][CH2:31][CH2:30][NH2+:29]1.C1(S([O-])(=O)=O)C=CC=CC=1.C(=O)([O-])[O-].[K+].[K+].[I-].[K+]>C(#N)C>[CH2:1]([O:3][C:4](=[O:26])[CH:5]([C:20]1[CH:25]=[CH:24][CH:23]=[CH:22][N:21]=1)[CH2:6][C:7]([C:9]1[CH:14]=[CH:13][C:12]([O:15][CH2:16][CH2:17][CH2:18][N:29]2[CH2:30][CH2:31][CH2:32][C@H:28]2[CH3:27])=[CH:11][CH:10]=1)=[O:8])[CH3:2] |f:1.2,3.4.5,6.7|. Procedure: In a 100 mL round bottom flask, 4-[4-(3-chloro-propoxy)-phenyl]-4-oxo-2-pyridin-2-yl-butyric acid ethyl ester (2.77 g, 7.4 mmol), benzenesulfonate (R)-2-methyl-pyrrolidinium (3.59 g, 14.7 mmol), potassium carbonate (4.07 g, 29.5 mmol), and potassium iodide (100 mg, 0.6 mmol) in acetonitrile (100 mL) was heated to reflux 14 h. The reaction was cooled and the solvent concentrated under vacuum. The slurry was partitioned between methylene chloride and water, and then washed with water 3 times. The ... Reactants: CC(C)(C)O, Nc1ccc(Sc2ccnc3cc(C4CC4)nn23)cc1, Clc1ccc(-c2nnc(Cl)c3ccccc23)cc1, ClCCl. The product is Clc1ccc(-c2nnc(Nc3ccc(Sc4ccnc5cc(C6CC6)nn45)cc3)c3ccccc23)cc1. Reaction SMILES: [C:39]([OH:40])([CH3:41])([CH3:42])[CH3:43].[CH:1]1([c:4]2[n:5][n:6]3[c:7]([n:8][cH:9][cH:10][c:11]3[S:12][c:13]3[cH:14][cH:15][c:16]([NH2:19])[cH:17][cH:18]3)[cH:20]2)[CH2:2][CH2:3]1.[Cl:21][c:22]1[n:23][n:24][c:25](-[c:32]2[cH:33][cH:34][c:35]([Cl:38])[cH:36][cH:37]2)[c:26]2[cH:27][cH:28][cH:29][cH:30][c:31]12.[Cl:44][CH2:45][Cl:46]>>[CH:1]1([c:4]2[n:5][n:6]3[c:7]([n:8][cH:9][cH:10][c:11]3[S:12][c:13]3[cH:14][cH:15][c:16]([NH:19][c:22]4[n:23][n:24][c:25](-[c:32]5[cH:33][cH:34][c:35]([Cl:38])[cH:36][cH:37]5)[c:26]5[cH:27][cH:28][cH:29][cH:30][c:31]45)[cH:17][cH:18]3)[cH:20]2)[CH2:2][CH2:3]1.